Dataset: the Open Reaction Database (ORD), a public repository of structured organic reaction records. Task: describe an organic reaction: reactants, conditions, products, and yield The reactants are [NH4+].[Cl-] (NH4Cl), anhydride, C1(CC1)CC(CN1C(OC[C@@H]1C(C)C)=O)=O (3-(3-Cyclopropyl-2-oxopropyl)-4(S)-(1-methylethyl)-2-oxazolidinone), C(C(C)(C)C)(=O)Cl (pivaloyl chloride), C(CCC=C)(=O)O (4-pentenoic acid), CN1CCOCC1 (N-methylmorpholine), solution, C(CCC)[Li] (butyllithium), CCCCCC (hexane), CC(C)[C@@H]1NC(OC1)=O ((S)-4-(1-methylethyl)-2-oxazolidinone). Solvent: O (H2O), C1CCOC1 (THF). Reaction conditions: time 30 minute. The product is anhydride, CC(C)[C@@H]1N(C(OC1)=O)C(CCC=C)=O (4(S)-(1-methylethyl)-3-(1-oxo-4-pentenyl)-2-oxazolidinone). Reaction SMILES: [CH:1]1([CH2:4][C:5](=O)[CH2:6][N:7]2[C@@H:11]([CH:12]([CH3:14])[CH3:13])[CH2:10][O:9][C:8]2=[O:15])C[CH2:2]1.C(Cl)(=[O:22])C(C)(C)C.C(O)(=O)CCC=C.CN1CCOCC1.C([Li])CCC.CCCCCC.CC([C@H]1COC(=O)N1)C.[NH4+].[Cl-]>C1COCC1.O>[CH3:13][CH:12]([C@H:11]1[CH2:10][O:9][C:8](=[O:15])[N:7]1[C:6](=[O:22])[CH2:5][CH2:4][CH:1]=[CH2:2])[CH3:14] |f:7.8|. Procedure details: 3-(3-Cyclopropyl-2-oxopropyl)-4(S)-(1-methylethyl)-2-oxazolidinone: A solution of mixed anhydride was prepared by adding under a N2 atmosphere pivaloyl chloride (14.8 mL, 120 mmol) over a period of 5 min to a cooled solution (0°) of 4-pentenoic acid (12.3 mL, 120 mmol) and N-methylmorpholine (15.4 mL, 140 mmol). The mixture was stirred at 0° for 30 min. Meanwhile, a second solution was prepared by adding dropwise under a N2 atmosphere a 1.4M solution of butyllithium in hexane (71 mL, 100 mmol) t... Reactants: Clc1ncc(Br)cc1CBr, C=Cc1cc(Cl)ccc1NC(C)=O, C=Cc1ccccc1N(Cc1cc(F)c(Cl)nc1Cl)C(C)=O. Product: C=Cc1cc(Cl)ccc1N(Cc1cc(Br)cnc1Cl)C(C)=O. Reaction SMILES: [Br:1][c:2]1[cH:3][c:4]([CH2:9][Br:10])[c:5]([Cl:8])[n:6][cH:7]1.[Cl:11][c:12]1[cH:13][c:14]([CH:22]=[CH2:23])[c:15]([NH:18][C:19]([CH3:20])=[O:21])[cH:16][cH:17]1.[Cl:24][c:25]1[c:26]([CH2:27][N:28]([c:29]2[cH:30][cH:31][cH:32][cH:33][c:34]2[CH:35]=[CH2:36])[C:37](=[O:38])[CH3:39])[cH:40][c:41]([F:42])[c:43]([Cl:44])[n:45]1>>[Br:1][c:2]1[cH:3][c:4]([CH2:9][N:18]([c:15]2[c:14]([CH:22]=[CH2:23])[cH:13][c:12]([Cl:11])[cH:17][cH:16]2)[C:19]([CH3:20])=[O:21])[c:5]([Cl:8])[n:6][cH:7]1.